Dataset: the Open Reaction Database (ORD), a public repository of structured organic reaction records. Task: describe an organic reaction: reactants, conditions, products, and yield Reaction SMILES: [C-:35]#[N:36].[CH2:29]1[O:30][CH2:31][CH2:32][O:33][CH2:34]1.[CH2:37]([N+:38]([CH2:39][CH3:40])([CH2:41][CH3:42])[CH2:43][CH3:44])[CH3:45].[Cu:24]([C:25]#[N:26])[C:27]#[N:28].[O:48]=[C:49]([CH:50]=[CH:51][c:52]1[cH:53][cH:54][cH:55][cH:56][cH:57]1)[CH:58]=[CH:59][c:60]1[cH:61][cH:62][cH:63][cH:64][cH:65]1.[O:66]=[C:67]([CH:68]=[CH:69][c:70]1[cH:71][cH:72][cH:73][cH:74][cH:75]1)[CH:76]=[CH:77][c:78]1[cH:79][cH:80][cH:81][cH:82][cH:83]1.[O:84]=[C:85]([CH:86]=[CH:87][c:88]1[cH:89][cH:90][cH:91][cH:92][cH:93]1)[CH:94]=[CH:95][c:96]1[cH:97][cH:98][cH:99][cH:100][cH:101]1.[OH:1][c:2]1[c:3]([C:15](=[O:16])[NH:17][CH2:18][C:19](=[O:20])[O:21][CH2:22][CH3:23])[c:4](=[O:14])[n:5]([CH3:13])[c:6]2[cH:7][cH:8][c:9]([I:12])[cH:10][c:11]12.[Pd:46].[Pd:47]>>[OH:1][c:2]1[c:3]([C:15](=[O:16])[NH:17][CH2:18][C:19](=[O:20])[O:21][CH2:22][CH3:23])[c:4](=[O:14])[n:5]([CH3:13])[c:6]2[cH:7][cH:8][c:9]([C:25]#[N:26])[cH:10][c:11]12. Yields the product CCOC(=O)CNC(=O)c1c(O)c2cc(C#N)ccc2n(C)c1=O. Reactants: [C-]#N, C1COCCO1, CC[N+](CC)(CC)CC, N#C[Cu]C#N, O=C(C=Cc1ccccc1)C=Cc1ccccc1, O=C(C=Cc1ccccc1)C=Cc1ccccc1, O=C(C=Cc1ccccc1)C=Cc1ccccc1, CCOC(=O)CNC(=O)c1c(O)c2cc(I)ccc2n(C)c1=O, [Pd], [Pd]. Starting materials: C=CC (propylene), II, II, C=CCCCC (1-hexene), C=CCCCC (1-hexene), polymer. Product: C=CCC.C=CCCCC (1-Butene 1-Hexene). Reaction SMILES: C=CC.[CH2:4]=[CH:5][CH2:6][CH2:7][CH2:8][CH3:9]>>[CH2:4]=[CH:5][CH2:6][CH3:7].[CH2:4]=[CH:5][CH2:6][CH2:7][CH2:8][CH3:9] |f:2.3|. Procedure: The continuous polymerization was conducted as for Example 24, except that no propylene was fed to the stirred mixing tank and 1-hexene was fed directly to the reactor, such that the reactor contained a 1-hexene-containing simulated Raffinate II reaction mixture. The pre-reaction mixture in the mixing tank contained simulated Raffinate II having the composition described for Example 26. The process conditions and results are shown in Table 3. The polymer of Examples 29, 30, 32, and 33 were teste...